From a dataset of the Open Reaction Database (ORD), a public repository of structured organic reaction records. describe an organic reaction: reactants, conditions, products, and yield The reactants are CCOCCn1c(CC2CCN(CC#N)CC2)nc2cccnc21, CO, [H][H], N. The product is CCOCCn1c(CC2CCN(CCN)CC2)nc2cccnc21. Reaction SMILES: [CH2:1]([CH3:2])[O:3][CH2:4][CH2:5][n:6]1[c:7]([CH2:15][CH:16]2[CH2:17][CH2:18][N:19]([CH2:22][C:23]#[N:24])[CH2:20][CH2:21]2)[n:8][c:9]2[c:10]1[n:11][cH:12][cH:13][cH:14]2.[CH3:28][OH:29].[H:26][H:27].[NH3:25]>>[CH2:1]([CH3:2])[O:3][CH2:4][CH2:5][n:6]1[c:7]([CH2:15][CH:16]2[CH2:17][CH2:18][N:19]([CH2:22][CH2:23][NH2:24])[CH2:20][CH2:21]2)[n:8][c:9]2[c:10]1[n:11][cH:12][cH:13][cH:14]2.